Dataset: the Open Reaction Database (ORD), a public repository of structured organic reaction records. Task: describe an organic reaction: reactants, conditions, products, and yield Reactants: O=C1CCC(=O)N1Br, O=C(OOC(=O)c1ccccc1)c1ccccc1, ClC(Cl)(Cl)Cl, COC(=O)c1cc(Cl)ccc1C, ClCCl. The product is COC(=O)c1cc(Cl)ccc1CBr. RXN SMILES: [Br:13][N:14]1[C:15](=[O:16])[CH2:17][CH2:18][C:19]1=[O:20].[C:21]([O:22][O:23][C:24](=[O:25])[c:26]1[cH:27][cH:28][cH:29][cH:30][cH:31]1)(=[O:32])[c:33]1[cH:34][cH:35][cH:36][cH:37][cH:38]1.[C:39]([Cl:40])([Cl:41])([Cl:42])[Cl:43].[Cl:1][c:2]1[cH:3][cH:4][c:5]([CH3:12])[c:6]([C:7](=[O:8])[O:9][CH3:10])[cH:11]1.[Cl:44][CH2:45][Cl:46]>>[Cl:1][c:2]1[cH:3][cH:4][c:5]([CH2:12][Br:13])[c:6]([C:7](=[O:8])[O:9][CH3:10])[cH:11]1.